From a dataset of the Open Reaction Database (ORD), a public repository of structured organic reaction records. describe an organic reaction: reactants, conditions, products, and yield Starting materials: OCCC#CC1=CC=C(S1)C=1SC=CC1 (5-(4-Hydroxy-1-butynyl)-2,2'-bithiophene), C(CC(C)C)(=O)Cl (Isovaleroyl chloride). Run in N1=CC=CC=C1 (pyridine). Run at time 8 hour. Yields the product C(CC(C)C)(=O)OCCC#CC1=CC=C(S1)C=1SC=CC1 (5-(4-isovaleryloxy-1-butynyl)-2,2'-bithiophene). RXN SMILES: [OH:1][CH2:2][CH2:3][C:4]#[C:5][C:6]1[S:10][C:9]([C:11]2[S:12][CH:13]=[CH:14][CH:15]=2)=[CH:8][CH:7]=1.[C:16](Cl)(=[O:21])[CH2:17][CH:18]([CH3:20])[CH3:19]>N1C=CC=CC=1>[C:16]([O:1][CH2:2][CH2:3][C:4]#[C:5][C:6]1[S:10][C:9]([C:11]2[S:12][CH:13]=[CH:14][CH:15]=2)=[CH:8][CH:7]=1)(=[O:21])[CH2:17][CH:18]([CH3:20])[CH3:19]. Reported procedure: 5-(4-Hydroxy-1-butynyl)-2,2'-bithiophene (1 g) was dissolved in pyridine (10 ml). Isovaleroyl chloride (1 ml) was added at room temperature, stirred for few minutes and kept overnight. The reaction mixture was treated as in example 21. Light yellowish oily product (1.06 g) was then obtained. The product is C(C1=CC=CC=C1)N1C[C@@H]2[C@H](C1)[C@H](CC2)NC([C@@H](C)C2=CC=CC=C2)=O ((2S)—N-[(3aR,4S,6aS)-2-benzyloctahydrocyclopenta[c]pyrrol-4-yl]-2-phenylpropanamide). Procedure details: The title compound was prepared by substituting (3aR,4S,6aS)-2-benzyloctahydrocyclopenta[c]pyrrol-4-amine from Step A of Example 33 for (3aS,4R,6aR)-2-benzyloctahydrocyclopenta[c]pyrrol-4-amine and substituting (S)-2-phenylpropanoic acid for (S)-2-phenylbutanoic acid in Step F of the procedure used to prepare Example 16: 1H NMR (500 MHz, CDCl3) δ ppm 7.38-7.26 (m, 8H), 7.25-7.20 (m, 2H), 5.20 (d, J=6.7, 1H), 4.03-3.91 (m, 1H), 3.60 (d, J=13.0, 1H), 3.52-3.43 (m, 2H), 2.54 (dd, J=5.7, 13.8, 2H), ... As a reaction SMILES: [CH2:1]([N:8]1[CH2:12][C@H:11]2[C@H:13]([NH2:16])[CH2:14][CH2:15][C@H:10]2[CH2:9]1)[C:2]1[CH:7]=[CH:6][CH:5]=[CH:4][CH:3]=1.[C:17]1([C@H:23]([CH2:27]C)[C:24](O)=[O:25])[CH:22]=[CH:21][CH:20]=[CH:19][CH:18]=1>>[CH2:1]([N:8]1[CH2:12][C@@H:11]2[C@@H:13]([NH:16][C:24](=[O:25])[C@H:23]([C:17]3[CH:22]=[CH:21][CH:20]=[CH:19][CH:18]=3)[CH3:27])[CH2:14][CH2:15][C@@H:10]2[CH2:9]1)[C:2]1[CH:3]=[CH:4][CH:5]=[CH:6][CH:7]=1. Reactants: C(C1=CC=CC=C1)N1C[C@H]2[C@@H](C1)[C@@H](CC2)N ((3aS,4R,6aR)-2-benzyloctahydrocyclopenta[c]pyrrol-4-amine), C1(=CC=CC=C1)[C@@H](C(=O)O)CC ((S)-2-phenylbutanoic acid). Starting materials: O (water), Cl (hydrochloric acid), C1=C(C=CC2=CC=CC=C12)C(CSC1=CC=NC2=CC=CC=C12)=O (4-[2-(2-Naphtyl)-2-oxoethylthio]quinoline), C1=C(C=CC2=CC=CC=C12)C(CSC1=CC=NC2=CC=CC=C12)=O (4-[2-(2-Naphtyl)-2-oxoethylthio]quinoline), [BH4-].[Na+] (sodium borohydride). The solvent is C(C)O (ethanol). Conditions: temperature -15 celsius, time 2 hour. The product is C1=C(C=CC2=CC=CC=C12)C(CSC1=CC=NC2=CC=CC=C12)O (4-[2-(2-Naphtyl)-2-hydroxyethylthio]quinoline). Yield: 36.5%. Reaction SMILES: [CH:1]1[C:10]2[C:5](=[CH:6][CH:7]=[CH:8][CH:9]=2)[CH:4]=[CH:3][C:2]=1[C:11](=[O:24])[CH2:12][S:13][C:14]1[C:23]2[C:18](=[CH:19][CH:20]=[CH:21][CH:22]=2)[N:17]=[CH:16][CH:15]=1.[BH4-].[Na+].O.Cl>C(O)C>[CH:1]1[C:10]2[C:5](=[CH:6][CH:7]=[CH:8][CH:9]=2)[CH:4]=[CH:3][C:2]=1[CH:11]([OH:24])[CH2:12][S:13][C:14]1[C:23]2[C:18](=[CH:19][CH:20]=[CH:21][CH:22]=2)[N:17]=[CH:16][CH:15]=1 |f:1.2|. Procedure details: 4-[2-(2-Naphtyl)-2-oxoethylthio]quinoline (Compound 2; 450 mg, 1.37 mmol) was dissolved in ethanol (50 ml), added at -15° C. with sodium borohydride (70 mg, 3.04 mmol), and stirred at -15° C. for two hours. The reaction mixture was added with water and neutralized by 2N hydrochloric acid. The solvent was removed under reduced pressure. The residue was extracted with ethyl acetate, washed with saturated saline solution and dried over anhydrous magnesium sulfate. The solvent was removed under redu... The reactants are F[B-](F)(F)F.O=[N+]=O (nitronium tetrafluoroborate), N1=C(C=C(C=C1C)C)C (2,4,6-collidine), OCCNC(=O)[C@H]1NC(SC1)=O ((4R)-N-(2-hydroxyethyl)-2-oxothiazolidine-4-carboxamide). Run in C(C)#N (acetonitrile), C(C)#N (acetonitrile). Conditions: time 30 minute. Yields the product [N+](=O)([O-])OCCNC(=O)[C@H]1NC(SC1)=O ((4R)-N-(2-Nitrooxyethyl)-2-oxothiazolidine-4-carboxamide). The yield is 13.9%. As a reaction SMILES: F[B-](F)(F)F.[O:6]=[N+:7]=[O:8].N1C(C)=CC(C)=CC=1C.[OH:18][CH2:19][CH2:20][NH:21][C:22]([C@@H:24]1[CH2:28][S:27][C:26](=[O:29])[NH:25]1)=[O:23]>C(#N)C>[N+:7]([O:18][CH2:19][CH2:20][NH:21][C:22]([C@@H:24]1[CH2:28][S:27][C:26](=[O:29])[NH:25]1)=[O:23])([O-:8])=[O:6] |f:0.1|. Reported procedure: 0.44 g of nitronium tetrafluoroborate and a solution of 0.41 g of 2,4,6-collidine in 20 ml of acetonitrile were added at a temperature of from -10° C. to 0° C. to 30 ml of acetonitrile, and the resulting mixture was stirred at the same temperature for 30 minutes. At the end of this time, 0.50 g of (4R)-N-(2-hydroxyethyl)-2-oxothiazolidine-4-carboxamide was added to the mixture, and the mixture was stirred at room temperature for 4 hours. The reaction mixture was then freed from the solvent by di... The reactants are CC(C)(C)OC(=O)NCCc1c[nH]c2cnccc12, C1CCOC1, COc1cccc(S(=O)(=O)Cl)c1, CC(C)(C)[O-], [K+], [Na+], O=C([O-])O. Product: COc1cccc(S(=O)(=O)n2cc(CCNC(=O)OC(C)(C)C)c3ccncc32)c1. As a reaction SMILES: [C:1](=[O:2])([O:3][C:4]([CH3:5])([CH3:6])[CH3:7])[NH:8][CH2:9][CH2:10][c:11]1[cH:12][nH:13][c:14]2[cH:15][n:16][cH:17][cH:18][c:19]12.[CH2:43]1[O:44][CH2:45][CH2:46][CH2:47]1.[CH3:20][O:21][c:22]1[cH:23][c:24]([S:28](=[O:29])(=[O:30])[Cl:31])[cH:25][cH:26][cH:27]1.[CH3:32][C:33]([CH3:34])([O-:35])[CH3:36].[K+:37].[Na+:42].[O-:38][C:39]([OH:40])=[O:41]>>[C:1](=[O:2])([O:3][C:4]([CH3:5])([CH3:6])[CH3:7])[NH:8][CH2:9][CH2:10][c:11]1[cH:12][n:13]([S:28]([c:24]2[cH:23][c:22]([O:21][CH3:20])[cH:27][cH:26][cH:25]2)(=[O:29])=[O:30])[c:14]2[cH:15][n:16][cH:17][cH:18][c:19]12. The reactants are C(C)O (Ethanol), C(C)(=O)O (Acetic acid), C(C)OC(=O)C=1N(C=CC1)NC(=S)NC(C1=CC=CC=C1)=O (1-(3-Benzoyl-thioureido)-1H-pyrrole-2-carboxylic acid ethyl ester), [OH-].[Na+] (Sodium hydroxide). Solvent: O (Water), CCOCC (Ether). Conditions: temperature 85 celsius, time 30 minute. Product: S=C1NN2C(C(N1)=O)=CC=C2 (2-Thioxo-2,3-dihydro-1H-pyrrolo[2,1-f][1,2,4]triazin-4-one). As a reaction SMILES: C(OC([C:6]1[N:7]([NH:11][C:12]([NH:14][C:15](=[O:22])C2C=CC=CC=2)=[S:13])[CH:8]=[CH:9][CH:10]=1)=O)C.[OH-].[Na+].C(O)C.C(O)(=O)C>O.CCOCC>[S:13]=[C:12]1[NH:14][C:15](=[O:22])[C:8]2=[CH:9][CH:10]=[CH:6][N:7]2[NH:11]1 |f:1.2|. Reported procedure: Into a 1000 mL beaker was added 1-(3-Benzoyl-thioureido)-1H-pyrrole-2-carboxylic acid ethyl ester (55.47 g, 0.1748 mol) and 2M of Sodium hydroxide in Water (350 mL). The mixture was heated at 85° C. for 75 minutes. After cooling to room temperature, the solid was dissolved with Ethanol (100 mL). Acetic acid (41.7 mL, 0.734 mol) was added at 0° C. and stirred for 30 minutes. The solid was filtered and washed with cold EtOH (50 mL) to afforded a white solid. The white solid was stirred in Ether (3...